This data is from the Open Reaction Database (ORD), a public repository of structured organic reaction records. The task is: describe an organic reaction: reactants, conditions, products, and yield The reactants are O=C1NC(=O)C2(CC(C3CCCOC3)Oc3ccc(Br)cc32)N1, C1COCCO1, COc1ccc(P2(=S)SP(=S)(c3ccc(OC)cc3)S2)cc1. Yields the product O=C1NC(=S)NC12CC(C1CCCOC1)Oc1ccc(Br)cc12. Reaction SMILES: [Br:1][c:2]1[cH:3][c:4]2[c:9]([cH:10][cH:11]1)[O:8][CH:7]([CH:12]1[CH2:13][O:14][CH2:15][CH2:16][CH2:17]1)[CH2:6][C:5]21[NH:18][C:19](=[O:23])[NH:20][C:21]1=[O:22].[CH2:46]1[O:47][CH2:48][CH2:49][O:50][CH2:51]1.[CH3:24][O:25][c:26]1[cH:27][cH:28][c:29]([P:30]2(=[S:33])[S:31][P:32]([c:34]3[cH:35][cH:36][c:37]([O:38][CH3:39])[cH:40][cH:41]3)(=[S:42])[S:43]2)[cH:44][cH:45]1>>[Br:1][c:2]1[cH:3][c:4]2[c:9]([cH:10][cH:11]1)[O:8][CH:7]([CH:12]1[CH2:13][O:14][CH2:15][CH2:16][CH2:17]1)[CH2:6][C:5]21[NH:18][C:19](=[S:33])[NH:20][C:21]1=[O:22]. Reactants: ClC=1C(=NC=C(C(=O)OCC)C1)OCC(F)(F)F (ethyl 5-chloro-6-(2,2,2-trifluoroethoxyl)nicotinate), [Li+].[BH4-] (LiBH4), CO (methanol). Solvent: CCOCC (Et2O). Run at temperature 40 celsius. Product: ClC=1C=C(C=NC1OCC(F)(F)F)CO ((5-chloro-6-(2,2,2-trifluoroethoxyl)pyridin-3-yl)methanol). The yield is 98.6%. RXN SMILES: [Cl:1][C:2]1[C:3]([O:13][CH2:14][C:15]([F:18])([F:17])[F:16])=[N:4][CH:5]=[C:6]([CH:12]=1)[C:7](OCC)=[O:8].[Li+].[BH4-].CO>CCOCC>[Cl:1][C:2]1[CH:12]=[C:6]([CH2:7][OH:8])[CH:5]=[N:4][C:3]=1[O:13][CH2:14][C:15]([F:16])([F:17])[F:18] |f:1.2|. Procedure: To a solution of ethyl 5-chloro-6-(2,2,2-trifluoroethoxyl)nicotinate (7.51 g, 26.5 mmol) in Et2O (200 mL) was added LiBH4 (0.865 g, 39.7 mmol), followed by drop wise addition of methanol (1.611 ml, 39.7 mmol). The reaction was refluxed at 40° C. for one hour. The reaction mixture was then cooled to 0° C., and quenched with HCl (1M) until pH=2 for aqueous layer. The phases were separated and the aqueous layer was extracted with DCM (3×200 mL). The organic was then dried (Na2SO4) and concentrated ...